This data is from the Open Reaction Database (ORD), a public repository of structured organic reaction records. The task is: describe an organic reaction: reactants, conditions, products, and yield Reactants: C1CCOC1, C[Si](C)(C)[N-][Si](C)(C)C, CI, N#CCc1ccc(Cl)c(Cl)c1, Cl, [Li+]. Product: CC(C#N)c1ccc(Cl)c(Cl)c1. As a reaction SMILES: [CH2:24]1[O:25][CH2:26][CH2:27][CH2:28]1.[CH3:13][Si:14]([N-:15][Si:16]([CH3:17])([CH3:18])[CH3:19])([CH3:20])[CH3:21].[CH3:22][I:23].[Cl:1][c:2]1[cH:3][c:4]([CH2:9][C:10]#[N:11])[cH:5][cH:6][c:7]1[Cl:8].[ClH:29].[Li+:12]>>[Cl:1][c:2]1[cH:3][c:4]([CH:9]([C:10]#[N:11])[CH3:13])[cH:5][cH:6][c:7]1[Cl:8]. Starting materials: [N+](=O)([O-])C1=CC=C(CBr)C=C1 (4-nitrobenzyl bromide), C(C)(C)(C)OC(=O)N1CC(NCC1)=O (4-(tert-butoxycarbonyl)-2-piperazinone), [H-].[Na+] (sodium hydride). Solvent: C1CCOC1 (THF), O (water), CN(C)C=O (DMF), oil. Reaction conditions: time 1 hour. The product is C(C)(C)(C)OC(=O)N1CC(N(CC1)CC1=CC=C(C=C1)[N+](=O)[O-])=O (4-(tert-butoxycarbonyl)-1-(4-nitrobenzyl)-2-piperazinone). Yield: 75.1%. Reaction SMILES: [C:1]([O:5][C:6]([N:8]1[CH2:13][CH2:12][NH:11][C:10](=[O:14])[CH2:9]1)=[O:7])([CH3:4])([CH3:3])[CH3:2].[H-].[Na+].[N+:17]([C:20]1[CH:27]=[CH:26][C:23]([CH2:24]Br)=[CH:22][CH:21]=1)([O-:19])=[O:18]>CN(C=O)C.C1COCC1.O>[C:1]([O:5][C:6]([N:8]1[CH2:13][CH2:12][N:11]([CH2:24][C:23]2[CH:26]=[CH:27][C:20]([N+:17]([O-:19])=[O:18])=[CH:21][CH:22]=2)[C:10](=[O:14])[CH2:9]1)=[O:7])([CH3:4])([CH3:2])[CH3:3] |f:1.2|. Procedure: To a solution of 4-(tert-butoxycarbonyl)-2-piperazinone (600 mg) in DMF (9 ml) was added sodium hydride in oil (120 mg), and the mixture was stirred at room temperature for 1 hour. To the mixture was added dropwise a solution of 4-nitrobenzyl bromide (648 mg) in THF (5 ml) at ° C., and the mixture was stirred for 30 minutes. The reaction solution was diluted with water, extracted with ethyl acetate, washed with water and brine, dried and concentrated, and the residue was crystallized from diisop... Reactants: Cc1c(Cl)cccc1S(=O)(=O)Cl, Nc1ccc(N2CCCCC2)cn1, c1ccncc1. Product: Cc1c(Cl)cccc1S(=O)(=O)Nc1ccc(N2CCCCC2)cn1. RXN SMILES: [Cl:14][c:15]1[c:16]([CH3:25])[c:17]([S:21](=[O:22])(=[O:23])[Cl:24])[cH:18][cH:19][cH:20]1.[N:1]1([c:7]2[cH:8][n:9][c:10]([NH2:13])[cH:11][cH:12]2)[CH2:2][CH2:3][CH2:4][CH2:5][CH2:6]1.[cH:26]1[cH:27][cH:28][n:29][cH:30][cH:31]1>>[N:1]1([c:7]2[cH:8][n:9][c:10]([NH:13][S:21]([c:17]3[c:16]([CH3:25])[c:15]([Cl:14])[cH:20][cH:19][cH:18]3)(=[O:22])=[O:23])[cH:11][cH:12]2)[CH2:2][CH2:3][CH2:4][CH2:5][CH2:6]1. The reactants are C(Cl)Cl (CH2Cl2), C(=O)([O-])[O-].[Cs+].[Cs+] (Cs2CO3), ClC=1C=CC(=C(C1)F)[N+](=O)[O-] (5-chloro-2-nitrofluorobenzene), OC1=C(C(=O)OC)C=CC=C1 (methyl 2-hydroxybenzoate). Run in CN(C)C=O (DMF). Reaction conditions: time 2 hour. Product: COC(C1=C(C=CC=C1)OC1=C(C(=CC=C1)Cl)[N+](=O)[O-])=O (2-(Chloro-2-nitro-phenoxy)-benzoic acid methyl ester). Yield: 82.0%. Reaction SMILES: C([O-])([O-])=O.[Cs+].[Cs+].Cl[C:8]1[CH:9]=[CH:10][C:11]([N+:15]([O-:17])=[O:16])=[C:12](F)[CH:13]=1.[OH:18][C:19]1[CH:28]=[CH:27][CH:26]=[CH:25][C:20]=1[C:21]([O:23][CH3:24])=[O:22].C(Cl)[Cl:30]>CN(C=O)C>[CH3:24][O:23][C:21](=[O:22])[C:20]1[CH:25]=[CH:26][CH:27]=[CH:28][C:19]=1[O:18][C:10]1[CH:9]=[CH:8][CH:13]=[C:12]([Cl:30])[C:11]=1[N+:15]([O-:17])=[O:16] |f:0.1.2|. Procedure: Cs2CO3 (1.30 g, 4 mmol) was added to a mixture of 5-chloro-2-nitrofluorobenzene (352 mg, 2 mmol) and methyl 2-hydroxybenzoate (0.52 mL, 4 mmol) in DMF (6 mL) and the resulting mixture was stirred at room temperature for 2 h. The mixture was diluted with CH2Cl2, washed with water, dried (Na2SO4), concentrated and flash chromatographed (SiO2, heptane:EtOAc, 10:1-4:1) to give 505 mg (82%) of the title compound (189JO29A). 1H NMR (CDCl3) δ 8.02 (dd, 1H, J=1.8, 7.8 Hz), 7.96 (d, 1H, J=1.9 Hz), 7.59 (...